Dataset: the Open Reaction Database (ORD), a public repository of structured organic reaction records. Task: describe an organic reaction: reactants, conditions, products, and yield Reactants: BrC1=C(N=C2N1C=CC=C2OCC2=C(C(=CC=C2Cl)NC)Cl)C (3-bromo-8-(2,6-dichloro-3-methylaminobenzyloxy)-2-methylimidazo[1,2-a]-pyridine), N1=CC=CC=C1 (pyridine), ClC(=O)OC1=CC=C(C=C1)[N+](=O)[O-] (4-nitrophenyl chloroformate). Run in ClCCl (dichloromethane). Conditions: time 1 hour. Product: BrC1=C(N=C2N1C=CC=C2OCC2=C(C(=CC=C2Cl)N(C(=O)OC2=CC=C(C=C2)[N+](=O)[O-])C)Cl)C (3-bromo-8-[2,6-dichloro-3-[N-methyl-N-(4-nitrophenoxycarbonyl)amino]benzyloxy]-2-methylimidazo[1,2-a]pyridine). The yield is 88.4%. RXN SMILES: [Br:1][C:2]1[N:6]2[CH:7]=[CH:8][CH:9]=[C:10]([O:11][CH2:12][C:13]3[C:18]([Cl:19])=[CH:17][CH:16]=[C:15]([NH:20][CH3:21])[C:14]=3[Cl:22])[C:5]2=[N:4][C:3]=1[CH3:23].N1C=CC=CC=1.Cl[C:31]([O:33][C:34]1[CH:39]=[CH:38][C:37]([N+:40]([O-:42])=[O:41])=[CH:36][CH:35]=1)=[O:32]>ClCCl>[Br:1][C:2]1[N:6]2[CH:7]=[CH:8][CH:9]=[C:10]([O:11][CH2:12][C:13]3[C:18]([Cl:19])=[CH:17][CH:16]=[C:15]([N:20]([CH3:21])[C:31]([O:33][C:34]4[CH:39]=[CH:38][C:37]([N+:40]([O-:42])=[O:41])=[CH:36][CH:35]=4)=[O:32])[C:14]=3[Cl:22])[C:5]2=[N:4][C:3]=1[CH3:23]. Procedure: To a solution of 3-bromo-8-(2,6-dichloro-3-methylaminobenzyloxy)-2-methylimidazo[1,2-a]-pyridine (68 mg) and pyridine (0.5 ml) in dichloromethane (2 ml) was added 4-nitrophenyl chloroformate (40 mg) at ambient temperature. After stirring for 1 hour, the mixture was partitioned between dichloromethane and water. The aqueous layer was extracted with dichloromethane twice. The organic layers were combined, washed with water twice and brine, dried over magnesium sulfate and evaporated in vacuo. The ... Reactants: [Al+3], CC(=O)Cl, [Cl-], [Cl-], [Cl-], ClCCl, Cl, c1ccc2c(c1)CCO2. The product is CC(=O)c1ccc2c(c1)CCO2. Reaction SMILES: [Al+3:15].[CH3:10][C:11]([Cl:12])=[O:13].[Cl-:14].[Cl-:16].[Cl-:17].[Cl:19][CH2:20][Cl:21].[ClH:18].[O:1]1[CH2:2][CH2:3][c:4]2[c:5]1[cH:6][cH:7][cH:8][cH:9]2>>[O:1]1[CH2:2][CH2:3][c:4]2[c:5]1[cH:6][cH:7][c:8]([C:11]([CH3:10])=[O:13])[cH:9]2.